This data is from the Open Reaction Database (ORD), a public repository of structured organic reaction records. The task is: describe an organic reaction: reactants, conditions, products, and yield Reactants: CC(C)(C)OC(=O)N1CCCC(CN2CCN(C(=O)OCc3ccccc3)CC2)C1, ClCCl, O=C(O)C(F)(F)F. Product: O=C(OCc1ccccc1)N1CCN(CC2CCCNC2)CC1. RXN SMILES: [C:1]([O:2][C:3](=[O:4])[N:8]1[CH2:9][CH:10]([CH2:14][N:15]2[CH2:16][CH2:17][N:18]([C:21](=[O:22])[O:23][CH2:24][c:25]3[cH:26][cH:27][cH:28][cH:29][cH:30]3)[CH2:19][CH2:20]2)[CH2:11][CH2:12][CH2:13]1)([CH3:5])([CH3:6])[CH3:7].[Cl:38][CH2:39][Cl:40].[OH:31][C:32]([C:33]([F:34])([F:35])[F:36])=[O:37]>>[NH:8]1[CH2:9][CH:10]([CH2:14][N:15]2[CH2:16][CH2:17][N:18]([C:21](=[O:22])[O:23][CH2:24][c:25]3[cH:26][cH:27][cH:28][cH:29][cH:30]3)[CH2:19][CH2:20]2)[CH2:11][CH2:12][CH2:13]1. Starting materials: [Mg] (magnesium), C(=C)Br (vinyl bromide), CC1=C(C(CCC1)(C)C)/C=C/C(=O)C (beta-ionone), C(=C)Br (vinyl bromide), II (iodine). The solvent is O1CCCC1 (tetrahydrofuran), O1CCCC1 (THF), O1CCCC1 (tetrahydrofuran). Reaction conditions: temperature -30 celsius. Yields the product CC1=C(C(CCC1)(C)C)/C=C/C(C)(C=C)O (Vinyl beta-ionol). Isolated yield 87.5%. As a reaction SMILES: [Mg].II.[CH:4](Br)=[CH2:5].[CH3:7][C:8]1[CH2:13][CH2:12][CH2:11][C:10]([CH3:15])([CH3:14])[C:9]=1/[CH:16]=[CH:17]/[C:18]([CH3:20])=[O:19]>O1CCCC1>[CH3:7][C:8]1[CH2:13][CH2:12][CH2:11][C:10]([CH3:14])([CH3:15])[C:9]=1/[CH:16]=[CH:17]/[C:18]([OH:19])([CH:4]=[CH2:5])[CH3:20]. Procedure details: 1.3 mols of magnesium turnings are placed in a 3 L four-necked flask. 100 ml of tetrahydrofuran (THF) and a iodine crystal are added thereto. 50 ml of a 15% vinyl bromide solution in tetrahydrofuran are added with stirring and under nitrogen atmosphere. The solution immediately decolourizes, while the Grignard starts to form with an exothermic reaction: the mixture is cooled to −30° C. and one mol of beta-ionone dissolved in 500 ml of THF and 950 mL of the above 15% vinyl bromide solution are ad... Reactants: C(C)OC1=CC=C(\C=C/2\C(N(C(S2)=O)CCNC)=O)C=C1 ((Z)-5-(4-ethoxybenzylidene)-3-(2-(methylamino)ethyl)thiazolidine-2,4-dione), NCCN1C(S\C(\C1=O)=C/C1=CC=C(C=C1)OCC)=O ((Z)-3-(2-aminoethyl)-5-(4-ethoxybenzylidene)thiazolidine-2,4-dione), C(C1=CC=CC=C1)=O (benzaldehyde), C(C)(=O)O[BH-](OC(C)=O)OC(C)=O.[Na+] (sodium triacetoxyborohydride). The product is C(C1=CC=CC=C1)N(CCN1C(S\C(\C1=O)=C/C1=CC=C(C=C1)OCC)=O)CC1=CC=CC=C1 ((Z)-3-(2-(dibenzylamino)ethyl)-5-(4-ethoxybenzylidene)thiazolidine-2,4-dione). RXN SMILES: [NH2:1][CH2:2][CH2:3][N:4]1[C:8](=[O:9])/[C:7](=[CH:10]/[C:11]2[CH:16]=[CH:15][C:14]([O:17][CH2:18][CH3:19])=[CH:13][CH:12]=2)/[S:6][C:5]1=[O:20].[CH:21](=O)[C:22]1[CH:27]=[CH:26][CH:25]=[CH:24][CH:23]=1.C(O[BH-](OC(=O)C)OC(=O)C)(=O)C.[Na+].C(O[C:46]1[CH:63]=[CH:62][C:49](/[CH:50]=C2/C(=O)N(CCNC)C(=O)S/2)=[CH:48][CH:47]=1)C>>[CH2:21]([N:1]([CH2:50][C:49]1[CH:62]=[CH:63][CH:46]=[CH:47][CH:48]=1)[CH2:2][CH2:3][N:4]1[C:8](=[O:9])/[C:7](=[CH:10]/[C:11]2[CH:16]=[CH:15][C:14]([O:17][CH2:18][CH3:19])=[CH:13][CH:12]=2)/[S:6][C:5]1=[O:20])[C:22]1[CH:27]=[CH:26][CH:25]=[CH:24][CH:23]=1 |f:2.3|. Procedure details: The title compound 24b was prepared from compound 76 (117 mg, 0.40 mmol), benzaldehyde (82 μL, 0.80 mmol) and sodium triacetoxyborohydride (254 mg, 1.20 mmol) in a manner similar to that described for 23a in 93.1% (176 mg) yield as a light-yellow solid. Product: ClC1=C(COCC=2C(=NOC2C2=CC=C(C=C2)C2=CC=C(C=C2)C2(CC2)C(=O)O)C)C=CC=C1 (1-{4′-[4-(2-Chloro-benzyloxymethyl)-3-methyl-isoxazol-5-yl]-biphenyl-4-yl}-cyclopropanecarboxylic acid). Procedure: Prepared according to the procedure described in Example 45, Step 2, using 1-[4′-(4-hydroxymethyl-3-methyl-isoxazol-5-yl)-biphenyl-4-yl]-cyclopropanecarboxylic acid ethyl ester and 1-bromomethyl-2-chloro-benzene. The reactants are C(C)OC(=O)C1(CC1)C1=CC=C(C=C1)C1=CC=C(C=C1)C1=C(C(=NO1)C)CO (1-[4′-(4-hydroxymethyl-3-methyl-isoxazol-5-yl)-biphenyl-4-yl]-cyclopropanecarboxylic acid ethyl ester), BrCC1=C(C=CC=C1)Cl (1-bromomethyl-2-chloro-benzene). RXN SMILES: C([O:3][C:4]([C:6]1([C:9]2[CH:14]=[CH:13][C:12]([C:15]3[CH:20]=[CH:19][C:18]([C:21]4[O:25][N:24]=[C:23]([CH3:26])[C:22]=4[CH2:27][OH:28])=[CH:17][CH:16]=3)=[CH:11][CH:10]=2)[CH2:8][CH2:7]1)=[O:5])C.Br[CH2:30][C:31]1[CH:36]=[CH:35][CH:34]=[CH:33][C:32]=1[Cl:37]>>[Cl:37][C:32]1[CH:33]=[CH:34][CH:35]=[CH:36][C:31]=1[CH2:30][O:28][CH2:27][C:22]1[C:23]([CH3:26])=[N:24][O:25][C:21]=1[C:18]1[CH:19]=[CH:20][C:15]([C:12]2[CH:11]=[CH:10][C:9]([C:6]3([C:4]([OH:3])=[O:5])[CH2:7][CH2:8]3)=[CH:14][CH:13]=2)=[CH:16][CH:17]=1.